describe an organic reaction: reactants, conditions, products, and yield From a dataset of the Open Reaction Database (ORD), a public repository of structured organic reaction records. Reactants: CCOC(=O)CC(=O)OCC, CC(C(=O)CCl)c1ccc(-c2ccccc2)c(F)c1, [H-], [Na+], CN(C)C=O, O. The product is CCOC(=O)C(CC(=O)C(C)c1ccc(-c2ccccc2)c(F)c1)C(=O)OCC. As a reaction SMILES: [C:3]([CH2:4][C:5](=[O:6])[O:7][CH2:8][CH3:9])(=[O:10])[O:11][CH2:12][CH3:13].[Cl:14][CH2:15][C:16]([CH:17]([CH3:18])[c:19]1[cH:20][c:21]([F:31])[c:22](-[c:25]2[cH:26][cH:27][cH:28][cH:29][cH:30]2)[cH:23][cH:24]1)=[O:32].[H-:1].[Na+:2].[O:34]=[CH:35][N:36]([CH3:37])[CH3:38].[OH2:33]>>[C:3]([CH:4]([C:5](=[O:6])[O:7][CH2:8][CH3:9])[CH2:15][C:16]([CH:17]([CH3:18])[c:19]1[cH:20][c:21]([F:31])[c:22](-[c:25]2[cH:26][cH:27][cH:28][cH:29][cH:30]2)[cH:23][cH:24]1)=[O:32])(=[O:10])[O:11][CH2:12][CH3:13]. The reactants are BrC=1C=C2C=CNC2=CC1 (5-bromoindole), C(=O)([O-])[O-].[K+].[K+] (K2CO3), N1[C@H](C(=O)O)CCC1 (L-proline), C(C)(=O)O (acetic acid), BrC1=NC=CC=N1 (2-bromopyrimidine). The reagents and catalysts are [I+].[Cu+] (Copper (I) iodine). Solvent: CCOC(=O)C (EtOAc), O (water), CS(=O)C (DMSO). Conditions: temperature 90 celsius, time 48 hour. Yields the product BrC=1C=C2C=CN(C2=CC1)C1=NC=CC=N1 (5-Bromo-1-pyrimidin-2-yl-1H-indol). Isolated yield 93.0%. Reaction SMILES: [Br:1][C:2]1[CH:3]=[C:4]2[C:8](=[CH:9][CH:10]=1)[NH:7][CH:6]=[CH:5]2.C([O-])([O-])=O.[K+].[K+].N1CCC[C@H]1C(O)=O.C(O)(=O)C.Br[C:30]1[N:35]=[CH:34][CH:33]=[CH:32][N:31]=1>CS(C)=O.CCOC(C)=O.O.[I+].[Cu+]>[Br:1][C:2]1[CH:3]=[C:4]2[C:8](=[CH:9][CH:10]=1)[N:7]([C:30]1[N:35]=[CH:34][CH:33]=[CH:32][N:31]=1)[CH:6]=[CH:5]2 |f:1.2.3,10.11,^3:46|. Procedure: A nitrogen stream was bubbled through a mixture of 5-bromoindole (2 g, 10.201 mmol) in DMSO (10 mL). Then, K2CO3 (4.23 g, 30.604 mmol), Copper (I) iodine (0.097 g, 0.51 mmol), L-proline.trifluoric acetic acid (0.234 g, 1.02 mmol) and 2-bromopyrimidine (1.622 g, 10.201 mmol) were added. The resulting reaction mixture was stirred in a sealed tube at 90° C. for 48 h. After cooling to room temperature, the reaction mixture was diluted with EtOAc and water and filtered through diatomaceous earth. The...